This data is from the Open Reaction Database (ORD), a public repository of structured organic reaction records. The task is: describe an organic reaction: reactants, conditions, products, and yield Starting materials: CC(C)(C)c1ccccc1NC1CCNCC1, CCN=C=NCCCN(C)C, CCN(C(C)C)C(C)C, Cl, Cl, Cl, CN(C)C=O, O, On1nnc2ccccc21, O=C(O)CC(=O)Nc1ccc(-c2ccccc2)cc1. Yields the product CC(C)(C)c1ccccc1NC1CCN(C(=O)CC(=O)Nc2ccc(-c3ccccc3)cc2)CC1. RXN SMILES: [C:53]([CH3:54])([CH3:55])([CH3:56])[c:57]1[c:58]([NH:63][CH:64]2[CH2:65][CH2:66][NH:67][CH2:68][CH2:69]2)[cH:59][cH:60][cH:61][cH:62]1.[CH3:39][CH2:40][N:41]=[C:42]=[N:43][CH2:44][CH2:45][CH2:46][N:47]([CH3:48])[CH3:49].[CH:20]([N:21]([CH2:22][CH3:23])[CH:24]([CH3:25])[CH3:26])([CH3:27])[CH3:28].[ClH:50].[ClH:51].[ClH:52].[O:70]=[CH:71][N:72]([CH3:73])[CH3:74].[OH2:75].[OH:29][n:30]1[c:31]2[c:32]([cH:33][cH:34][cH:35][cH:36]2)[n:37][n:38]1.[c:1]1(-[c:14]2[cH:15][cH:16][cH:17][cH:18][cH:19]2)[cH:2][cH:3][c:4]([NH:7][C:8]([CH2:9][C:10](=[O:11])[OH:12])=[O:13])[cH:5][cH:6]1>>[c:1]1(-[c:14]2[cH:15][cH:16][cH:17][cH:18][cH:19]2)[cH:2][cH:3][c:4]([NH:7][C:8]([CH2:9][C:10](=[O:12])[N:67]2[CH2:66][CH2:65][CH:64]([NH:63][c:58]3[c:57]([C:53]([CH3:54])([CH3:55])[CH3:56])[cH:62][cH:61][cH:60][cH:59]3)[CH2:69][CH2:68]2)=[O:13])[cH:5][cH:6]1. Starting materials: C([O-])([O-])=O.[Na+].[Na+] (sodium carbonate), O (water), CC1(OB(OC1(C)C)C=1C=C2CCCOC2=CC1)C (6-(4,4,5,5-tetramethyl-1,3,2-dioxaborolan-2-yl)chroman), BrC1=C(N=C(S1)C)C(C(=O)OC)OC(C)(C)C (methyl 2-(5-bromo-2-methyl-1,3-thiazol-4-yl)-2-(tert-butoxy)acetate). The reagents and catalysts are C1(=CC=CC=C1)P(C1=CC=CC=C1)C1=CC=CC=C1.C1(=CC=CC=C1)P(C1=CC=CC=C1)C1=CC=CC=C1.C1(=CC=CC=C1)P(C1=CC=CC=C1)C1=CC=CC=C1.C1(=CC=CC=C1)P(C1=CC=CC=C1)C1=CC=CC=C1.[Pd] (palladium tetrakis(triphenylphosphine)). Run in CN(C=O)C (N,N-dimethylformamide). Conditions: temperature 110 celsius. Product: C(C)(C)(C)OC(C(=O)OC)C=1N=C(SC1C=1C=CC2=C(CCCO2)C1)C (methyl 2-(tert-butoxy)-2-[5-(3,4-dihydro-2H-1-benzopyran-6-yl)-2-methyl-1,3-thiazol-4-yl]acetate). Yield: 61.9%. Reaction SMILES: C(=O)([O-])[O-].[Na+].[Na+].O.CC1(C)C(C)(C)OB([C:16]2[CH:17]=[C:18]3[C:23](=[CH:24][CH:25]=2)[O:22][CH2:21][CH2:20][CH2:19]3)O1.Br[C:28]1[S:32][C:31]([CH3:33])=[N:30][C:29]=1[CH:34]([O:39][C:40]([CH3:43])([CH3:42])[CH3:41])[C:35]([O:37][CH3:38])=[O:36]>CN(C)C=O.C1(P(C2C=CC=CC=2)C2C=CC=CC=2)C=CC=CC=1.C1(P(C2C=CC=CC=2)C2C=CC=CC=2)C=CC=CC=1.C1(P(C2C=CC=CC=2)C2C=CC=CC=2)C=CC=CC=1.C1(P(C2C=CC=CC=2)C2C=CC=CC=2)C=CC=CC=1.[Pd]>[C:40]([O:39][CH:34]([C:29]1[N:30]=[C:31]([CH3:33])[S:32][C:28]=1[C:16]1[CH:25]=[CH:24][C:23]2[O:22][CH2:21][CH2:20][CH2:19][C:18]=2[CH:17]=1)[C:35]([O:37][CH3:38])=[O:36])([CH3:43])([CH3:42])[CH3:41] |f:0.1.2,7.8.9.10.11|. Procedure: Under a nitrogen atmosphere, sodium carbonate (22 mg, 0.21 mmol), water (1 mL), palladium tetrakis(triphenylphosphine) (32 mg, 0.03 mmol) and 6-(4,4,5,5-tetramethyl-1,3,2-dioxaborolan-2-yl)chroman (55 mg, 0.21 mmol) were added to a solution of methyl 2-(5-bromo-2-methyl-1,3-thiazol-4-yl)-2-(tert-butoxy)acetate (15d) (70 mg, 0.21 mmol) in N,N-dimethylformamide (4 mL). The mixture was heated at 110° C. for 1 hour. The mixture was then cooled at room temperature, concentrated and water (20 mL) was ... The reactants are C(C)(=O)NC1=CC(=C2C3=C1C(N(C(C3=CC=C2Cl)=O)OCC=C)=O)N2CCCC2 (4-acetylamino-2-allyloxy-7-chloro-6-(pyrrolidin-1-yl)benzo[de]isoquinoline-1,3-dione), C1(=CC=CC=C1)[SiH3] (phenylsilane). The reagents and catalysts are C=1C=CC(=CC1)[P](C=2C=CC=CC2)(C=3C=CC=CC3)[Pd]([P](C=4C=CC=CC4)(C=5C=CC=CC5)C=6C=CC=CC6)([P](C=7C=CC=CC7)(C=8C=CC=CC8)C=9C=CC=CC9)[P](C=1C=CC=CC1)(C=1C=CC=CC1)C=1C=CC=CC1 (tetrakis(triphenylphosphine)palladium). Run in ClCCl (dichloromethane). Conditions: time 1 hour. Product: C(C)(=O)NC1=CC(=C2C3=C1C(N(C(C3=CC=C2Cl)=O)O)=O)N2CCCC2 (4-Acetylamino-7-chloro-2-hydroxy-6-(pyrrolidin-1yl)benzo[de]isoquinoline-1,3 dione). Isolated yield 44.6%. RXN SMILES: [C:1]([NH:4][C:5]1[C:10]2[C:11](=[O:24])[N:12]([O:20]CC=C)[C:13](=[O:19])[C:14]3=[CH:15][CH:16]=[C:17]([Cl:18])[C:8]([C:9]=23)=[C:7]([N:25]2[CH2:29][CH2:28][CH2:27][CH2:26]2)[CH:6]=1)(=[O:3])[CH3:2].C1([SiH3])C=CC=CC=1>ClCCl.C1C=CC([P]([Pd]([P](C2C=CC=CC=2)(C2C=CC=CC=2)C2C=CC=CC=2)([P](C2C=CC=CC=2)(C2C=CC=CC=2)C2C=CC=CC=2)[P](C2C=CC=CC=2)(C2C=CC=CC=2)C2C=CC=CC=2)(C2C=CC=CC=2)C2C=CC=CC=2)=CC=1>[C:1]([NH:4][C:5]1[C:10]2[C:11](=[O:24])[N:12]([OH:20])[C:13](=[O:19])[C:14]3=[CH:15][CH:16]=[C:17]([Cl:18])[C:8]([C:9]=23)=[C:7]([N:25]2[CH2:29][CH2:28][CH2:27][CH2:26]2)[CH:6]=1)(=[O:3])[CH3:2] |^1:43,45,64,83|. Procedure details: A solution of 4-acetylamino-2-allyloxy-7-chloro-6-(pyrrolidin-1-yl)benzo[de]isoquinoline-1,3-dione (0.24 g, 0.6 mmol, from Example H4) and phenylsilane (0.13 g, 1.2 mmol) in 15 mL of dichloromethane was cooled to 15° C. and treated with tetrakis(triphenylphosphine)palladium (27 mg, 0.02 mmol). The reaction was stirred for 1 hour and the solvent removed in vacuo. The residue was dissolved in methanol, filtered, and evaporated in vacuo. The residue was stirred with ether to give a fine precipitate... The product is C1(=CC=CC=C1)C(=O)C1=C(N=CO1)C (4-Methyl-5-oxazolyl Phenyl Ketone). Reactants: CON(C(=O)C1=C(N=CO1)C)C (N-methoxy-N-methyl-4-methyl-5-oxazolecarboxamide), [Cl-].[Na+] (sodium chloride), C1(=CC=CC=C1)[Li] (Phenyllithium), C(C)O (Ethanol). The solvent is O1CCCC1 (tetrahydrofuran), O1CCCC1 (tetrahydrofuran). Conditions: temperature -70 celsius, time 30 minute. As a reaction SMILES: [C:1]1([Li])[CH:6]=[CH:5][CH:4]=[CH:3][CH:2]=1.CON(C)[C:11]([C:13]1[O:17][CH:16]=[N:15][C:14]=1[CH3:18])=[O:12].C(O)C.[Cl-].[Na+]>O1CCCC1>[C:1]1([C:11]([C:13]2[O:17][CH:16]=[N:15][C:14]=2[CH3:18])=[O:12])[CH:6]=[CH:5][CH:4]=[CH:3][CH:2]=1 |f:3.4|. Reported procedure: Phenyllithium (1.8M solution in cyclohexane-diethylether, 11.7ml) in dry tetrahydrofuran was stirred and cooled to -70° C. under an atmosphere of dry nitrogen and N-methoxy-N-methyl-4-methyl-5-oxazolecarboxamide (3.0g) in dry tetrahydrofuran was added dropwise. After 30 minutes the mixture was allowed to warm to room temperature. Ethanol (5ml) was added followed by saturated aqueous sodium chloride. The mixture was extracted with dichloromethane and the material thus obtained was purified by fla... The reactants are BrC1=C2CCCN(C2=CC=C1)C(CCCOC1=C(C(=CC=C1)C)C)=O (1-(5-bromo-3,4-dihydroquinolin-1(2H)-yl)-4-(2,3-dimethylphenoxy)butan-1-one), 5-bromo-1,2,3,4-tetrahydroquinoline, HCl salt, BrC1=CC=CC2=C1OCCN2 (8-bromo-3,4-dihydro-2H-benzo[b][1,4]oxazine). Product: BrC1=CC=CC2=C1OCCN2C(CCCOC2=C(C(=CC=C2)C)C)=O (1-(8-Bromo-2H-benzo[b][1,4]oxazin-4(3H)-yl)-4-(2,3-dimethylphenoxy)butan-1-one). As a reaction SMILES: [Br:1][C:2]1[CH:11]=[CH:10][CH:9]=[C:8]2[C:3]=1C[CH2:5][CH2:6][N:7]2[C:12](=[O:25])[CH2:13][CH2:14][CH2:15][O:16][C:17]1[CH:22]=[CH:21][CH:20]=[C:19]([CH3:23])[C:18]=1[CH3:24].BrC1C2[O:33]CCNC=2C=CC=1>>[Br:1][C:2]1[C:3]2[O:33][CH2:5][CH2:6][N:7]([C:12](=[O:25])[CH2:13][CH2:14][CH2:15][O:16][C:17]3[CH:22]=[CH:21][CH:20]=[C:19]([CH3:23])[C:18]=3[CH3:24])[C:8]=2[CH:9]=[CH:10][CH:11]=1. Procedure: The title compound was prepared using a procedure analogous to 1-(5-bromo-3,4-dihydroquinolin-1(2H)-yl)-4-(2,3-dimethylphenoxy)butan-1-one except that 5-bromo-1,2,3,4-tetrahydroquinoline, HCl salt was replaced by 8-bromo-3,4-dihydro-2H-benzo[b][1,4]oxazine. LCMS, [M+H]+=404.1. 1H NMR (400 MHz, CDCl3) δ 7.33 (d, J=8.0 Hz, 1H), 7.26-7.21 (m, 1H), 7.00 (t, J=8.0 Hz, 1H), 6.78-6.71 (m, 2H), 6.64 (d, J=8.1 Hz, 1H), 4.36-4.28 (m, 2H), 3.98 (t, J=5.8 Hz, 2H), 3.95-3.90 (m, 2H), 2.80 (t, J=7.2 Hz, 2H), ...